From a dataset of the Open Reaction Database (ORD), a public repository of structured organic reaction records. describe an organic reaction: reactants, conditions, products, and yield Starting materials: CO, COC(=O)c1cc(Cl)cc([N+](=O)[O-])c1, [Na+], [OH-], O. The product is O=C(O)c1cc(Cl)cc([N+](=O)[O-])c1. RXN SMILES: [CH3:17][OH:18].[CH3:1][O:2][C:3]([c:4]1[cH:5][c:6]([Cl:13])[cH:7][c:8]([N+:10](=[O:11])[O-:12])[cH:9]1)=[O:14].[Na+:16].[OH-:15].[OH2:19]>>[O:2]=[C:3]([c:4]1[cH:5][c:6]([Cl:13])[cH:7][c:8]([N+:10](=[O:11])[O-:12])[cH:9]1)[OH:14]. The reactants are ClC1=C(C(=NN1C)C(F)(F)F)C=O (5-chloro-1-methyl-3-(trifluoromethyl)-1H-pyrazole-4-carbaldehyde), FC(C1=CC=C(C=C1)O)(F)F (4-(trifluoromethyl)phenol), C([O-])([O-])=O.[K+].[K+] (potassium carbonate). Product: CN1N=C(C(=C1OC1=CC=C(C=C1)C(F)(F)F)C(=O)O)C(F)(F)F (1-methyl-3-(trifluoromethyl)-5-(4-(trifluoromethyl)phenoxy)-1H-pyrazole-4-carboxylic acid). Reaction SMILES: Cl[C:2]1[N:6]([CH3:7])[N:5]=[C:4]([C:8]([F:11])([F:10])[F:9])[C:3]=1[CH:12]=[O:13].[F:14][C:15]([F:24])([F:23])[C:16]1[CH:21]=[CH:20][C:19]([OH:22])=[CH:18][CH:17]=1.C(=O)([O-])[O-:26].[K+].[K+]>>[CH3:7][N:6]1[C:2]([O:22][C:19]2[CH:18]=[CH:17][C:16]([C:15]([F:23])([F:24])[F:14])=[CH:21][CH:20]=2)=[C:3]([C:12]([OH:13])=[O:26])[C:4]([C:8]([F:11])([F:10])[F:9])=[N:5]1 |f:2.3.4|. Procedure: The title compound was prepared using 5-chloro-1-methyl-3-(trifluoromethyl)-1H-pyrazole-4-carbaldehyde and 4-(trifluoromethyl)phenol in the manner similar to the method in Production Example 1 above except potassium carbonate was used instead of potassium hydroxide.